The task is: describe an organic reaction: reactants, conditions, products, and yield. This data is from the Open Reaction Database (ORD), a public repository of structured organic reaction records. Starting materials: Cl (hydrochloric acid), COC1=C(C=CC=C1)N1CCN(CC1)CCCO (3-[4-(2-methoxyphenyl)-piperazin-1-yl]-1-hydroxy-propane), C1=CC=CC=2OC3=CC=CC=C3C(C12)C(=O)Cl (xanthene-9-carbonyl chloride). Solvent: CC(=O)C (acetone), CC(=O)C (acetone). Reaction conditions: temperature 60 celsius. Product: Cl.COC1=C(C=CC=C1)N1CCN(CC1)CCCOC(=O)C1C2=CC=CC=C2OC=2C=CC=CC12 (3-[4-(2-methoxyphenyl)-piperazin-1-yl]-1-(xanthene-9-carbonyloxy)-propane hydrochloride). The yield is 70.5%. Reaction SMILES: [CH3:1][O:2][C:3]1[CH:8]=[CH:7][CH:6]=[CH:5][C:4]=1[N:9]1[CH2:14][CH2:13][N:12]([CH2:15][CH2:16][CH2:17][OH:18])[CH2:11][CH2:10]1.[CH:19]1[C:32]2[CH:31]([C:33]([Cl:35])=[O:34])[C:30]3[C:25](=[CH:26][CH:27]=[CH:28][CH:29]=3)[O:24][C:23]=2[CH:22]=[CH:21][CH:20]=1.Cl>CC(C)=O>[ClH:35].[CH3:1][O:2][C:3]1[CH:8]=[CH:7][CH:6]=[CH:5][C:4]=1[N:9]1[CH2:10][CH2:11][N:12]([CH2:15][CH2:16][CH2:17][O:18][C:33]([CH:31]2[C:32]3[CH:19]=[CH:20][CH:21]=[CH:22][C:23]=3[O:24][C:25]3[C:30]2=[CH:29][CH:28]=[CH:27][CH:26]=3)=[O:34])[CH2:13][CH2:14]1 |f:4.5|. Procedure details: A solution of 3.8 g of 3-[4-(2-methoxyphenyl)-piperazin-1-yl]-1-hydroxy-propane in 40 ml of acetone is added dropwise at 20° C to a stirred solution of 4.9 g of xanthene-9-carbonyl chloride in 30 ml of acetone. The reaction mixture is refluxed for 30 minutes, allowed to cool to 60° C, and then ethanolic hydrochloric acid is added to the mixture until no more crystalline substance separates. The reaction mixture is cooled to 0° C, the separated crude substance is filtered off, and the crude subst... Starting materials: Cc1ccc(S(=O)(=O)O)cc1, CC(C)=O, c1cc(C2CC2)nc(C2OCCO2)c1, O, O. The product is O=Cc1cccc(C2CC2)n1. RXN SMILES: [CH3:15][c:16]1[cH:17][cH:18][c:19]([S:20]([OH:21])(=[O:22])=[O:23])[cH:24][cH:25]1.[CH3:27][C:28](=[O:29])[CH3:30].[CH:1]1([c:4]2[n:5][c:6]([CH:10]3[O:11][CH2:14][CH2:13][O:12]3)[cH:7][cH:8][cH:9]2)[CH2:2][CH2:3]1.[OH2:26].[OH2:31]>>[CH:1]1([c:4]2[n:5][c:6]([CH:10]=[O:11])[cH:7][cH:8][cH:9]2)[CH2:2][CH2:3]1. Starting materials: [Al+3], [H-], [H-], [H-], [H-], [Li+], C1CCOC1, O, N#CC1CN(C(c2ccccc2)c2ccccc2)C1. Yields the product NCC1CN(C(c2ccccc2)c2ccccc2)C1. As a reaction SMILES: [Al+3:21].[H-:20].[H-:23].[H-:24].[H-:25].[Li+:22].[O:27]1[CH2:28][CH2:29][CH2:30][CH2:31]1.[OH2:26].[c:1]1([CH:7]([c:8]2[cH:9][cH:10][cH:11][cH:12][cH:13]2)[N:14]2[CH2:15][CH:16]([C:18]#[N:19])[CH2:17]2)[cH:2][cH:3][cH:4][cH:5][cH:6]1>>[c:1]1([CH:7]([c:8]2[cH:9][cH:10][cH:11][cH:12][cH:13]2)[N:14]2[CH2:15][CH:16]([CH2:18][NH2:19])[CH2:17]2)[cH:2][cH:3][cH:4][cH:5][cH:6]1. Reactants: BrCCC1OCCO1 (2-(2-bromoethyl)-1,3-dioxolane), ClC1=CC(=C(NC2=NC=NC3=CC(=C(C=C23)OC)O)C=C1)F (4-(4-chloro-2-fluoroanilino)-7-hydroxy-6-methoxyquinazoline), C([O-])([O-])=O.[K+].[K+] (potassium carbonate). Run in CN(C)C=O (DMF), CN(C)C=O (DMF). Conditions: temperature 100 celsius. The product is ClC1=CC(=C(NC2=NC=NC3=CC(=C(C=C23)OC)OCCC2OCCO2)C=C1)F (4-(4-chloro-2-fluoroanilino)-7-(2-(1,3-dioxolan-2-yl)ethoxy)6-methoxyquinazoline). Isolated yield 16.6%. RXN SMILES: Br[CH2:2][CH2:3][CH:4]1[O:8][CH2:7][CH2:6][O:5]1.[Cl:9][C:10]1[CH:29]=[CH:28][C:13]([NH:14][C:15]2[C:24]3[C:19](=[CH:20][C:21]([OH:27])=[C:22]([O:25][CH3:26])[CH:23]=3)[N:18]=[CH:17][N:16]=2)=[C:12]([F:30])[CH:11]=1.C(=O)([O-])[O-].[K+].[K+]>CN(C=O)C>[Cl:9][C:10]1[CH:29]=[CH:28][C:13]([NH:14][C:15]2[C:24]3[C:19](=[CH:20][C:21]([O:27][CH2:2][CH2:3][CH:4]4[O:8][CH2:7][CH2:6][O:5]4)=[C:22]([O:25][CH3:26])[CH:23]=3)[N:18]=[CH:17][N:16]=2)=[C:12]([F:30])[CH:11]=1 |f:2.3.4|. Procedure details: A solution of 2-(2-bromoethyl)-1,3-dioxolane (258 mg, 1.4 mmol) in DMF (0.5 ml) was added to a mixture of 4-(4-chloro-2-fluoroanilino)-7-hydroxy-6-methoxyquinazoline (329 mg, 1.02 mmol) and potassium carbonate (264 mg, 2 mmol) in DMF t2 ml). The mixture was heated at 100° C. for 3 hours and allowed to cool. The volatiles were removed by evaporation, and the residue partitioned between aqueous sodium hydrogen carbonate solution and methylene chloride. The organic phase was separated and passed th... Reactants: C1CCOC1, O=[N+]([O-])c1ccccc1F, CC(C)CCN. Yields the product CC(C)CCNc1ccccc1[N+](=O)[O-]. Reaction SMILES: [CH2:17]1[O:18][CH2:19][CH2:20][CH2:21]1.[F:7][c:8]1[c:9]([N+:14](=[O:15])[O-:16])[cH:10][cH:11][cH:12][cH:13]1.[NH2:1][CH2:2][CH2:3][CH:4]([CH3:5])[CH3:6]>>[NH:1]([CH2:2][CH2:3][CH:4]([CH3:5])[CH3:6])[c:8]1[c:9]([N+:14](=[O:15])[O-:16])[cH:10][cH:11][cH:12][cH:13]1. Reactants: CO, CCOC(=O)c1cnn(C)c1C(=O)Nc1ccn2nc(C(C)C)nc2c1, [Li+], [OH-], O, O. Yields the product CC(C)c1nc2cc(NC(=O)c3c(C(=O)O)cnn3C)ccn2n1. Reaction SMILES: [CH3:30][OH:31].[CH:1]([CH3:2])([CH3:3])[c:4]1[n:5][n:6]2[c:7]([cH:8][c:9]([NH:12][C:13](=[O:14])[c:15]3[c:16]([C:21](=[O:22])[O:23][CH2:24][CH3:25])[cH:17][n:18][n:19]3[CH3:20])[cH:10][cH:11]2)[n:26]1.[Li+:29].[OH-:28].[OH2:27].[OH2:32]>>[CH:1]([CH3:2])([CH3:3])[c:4]1[n:5][n:6]2[c:7]([cH:8][c:9]([NH:12][C:13](=[O:14])[c:15]3[c:16]([C:21](=[O:22])[OH:23])[cH:17][n:18][n:19]3[CH3:20])[cH:10][cH:11]2)[n:26]1. Starting materials: COC=1C=C2C(=CNC2=CC1)C=O (5-methoxyindole-3-carboxaldehyde), [OH-].[K+] (potassium hydroxide), BrCCCCCCl (1-bromo-5-chloropentane). Run in CS(=O)C (methyl sulfoxide), CS(=O)C (methyl sulfoxide). Conditions: time 30 minute. Product: COC=1C=C2C(=CN(C2=CC1)CCCCCCl)C=O (5-Methoxy-1-(5-chloropentyl)indole-3-carboxaldehyde). RXN SMILES: [OH-].[K+].[CH3:3][O:4][C:5]1[CH:6]=[C:7]2[C:11](=[CH:12][CH:13]=1)[NH:10][CH:9]=[C:8]2[CH:14]=[O:15].Br[CH2:17][CH2:18][CH2:19][CH2:20][CH2:21][Cl:22]>CS(C)=O>[CH3:3][O:4][C:5]1[CH:6]=[C:7]2[C:11](=[CH:12][CH:13]=1)[N:10]([CH2:17][CH2:18][CH2:19][CH2:20][CH2:21][Cl:22])[CH:9]=[C:8]2[CH:14]=[O:15] |f:0.1|. Procedure details: To a stirred mixture of powdered potassium hydroxide in methyl sulfoxide is added dropwise a solution of 5-methoxyindole-3-carboxaldehyde in methyl sulfoxide. The mixture is stirred for 30 min and 1-bromo-5-chloropentane is added dropwise. The mixture is stirred for 1 h and partitioned between ethyl acetate and water. The combined organic extracts are washed (water, brine), dried (sodium sulfate) and concentrated in vacuo to give the product.